From a dataset of the Open Reaction Database (ORD), a public repository of structured organic reaction records. describe an organic reaction: reactants, conditions, products, and yield Starting materials: [N+](=O)([O-])C=1C=CC2=C(C(=NCC=3N2C(=NN3)CN)C3=CC=CC=C3)C1 (8-nitro-1-(aminomethyl)-6-phenyl-4H-s-triazolo[4,3-a][1,4]benzodiazepine), C=O (formalin), C(#N)[BH3-].[Na+] (sodium cyanoborohydride), C(C)(=O)O (acetic acid). Run in C(C)#N (acetonitrile). Product: [N+](=O)([O-])C=1C=CC2=C(C(=NCC=3N2C(=NN3)CN(C)C)C3=CC=CC=C3)C1 (8-nitro-1-[(dimethylamino)methyl]-6-phenyl-4H-s-triazolo[4,3-a][1,4]benzodiazepine). Reaction SMILES: [N+:1]([C:4]1[CH:5]=[CH:6][C:7]2[N:13]3[C:14]([CH2:17]N)=[N:15][N:16]=[C:12]3[CH2:11][N:10]=[C:9]([C:19]3[CH:24]=[CH:23][CH:22]=[CH:21][CH:20]=3)[C:8]=2[CH:25]=1)([O-:3])=[O:2].C=O.[C:28]([BH3-])#[N:29].[Na+].[C:32](O)(=O)C>C(#N)C>[N+:1]([C:4]1[CH:5]=[CH:6][C:7]2[N:13]3[C:14]([CH2:17][N:29]([CH3:28])[CH3:32])=[N:15][N:16]=[C:12]3[CH2:11][N:10]=[C:9]([C:19]3[CH:24]=[CH:23][CH:22]=[CH:21][CH:20]=3)[C:8]=2[CH:25]=1)([O-:3])=[O:2] |f:2.3|. Procedure: In the manner given in Example 23, a solution of 8-nitro-1-(aminomethyl)-6-phenyl-4H-s-triazolo[4,3-a][1,4]benzodiazepine in acetonitrile is treated with formalin, sodium cyanoborohydride and acetic acid to give 8-nitro-1-[(dimethylamino)methyl]-6-phenyl-4H-s-triazolo[4,3-a][1,4]benzodiazepine. Reaction SMILES: Cl[C:2]1[N:7]=[C:6]([N:8]([CH3:27])[CH2:9][CH2:10][CH2:11][O:12][C:13]2[CH:14]=[C:15]3[C:19](=[CH:20][CH:21]=2)[N:18]([CH2:22][C:23]([O:25][CH3:26])=[O:24])[CH:17]=[CH:16]3)[C:5]([F:28])=[CH:4][N:3]=1.O.C(=O)([O-])[O-].[Na+].[Na+].[CH3:36][O:37][C:38]1[CH:43]=[CH:42][C:41](B(O)O)=[CH:40][CH:39]=1>C1(C)C=CC=CC=1.O1CCOCC1>[F:28][C:5]1[C:6]([N:8]([CH3:27])[CH2:9][CH2:10][CH2:11][O:12][C:13]2[CH:14]=[C:15]3[C:19](=[CH:20][CH:21]=2)[N:18]([CH2:22][C:23]([O:25][CH3:26])=[O:24])[CH:17]=[CH:16]3)=[N:7][C:2]([C:41]2[CH:42]=[CH:43][C:38]([O:37][CH3:36])=[CH:39][CH:40]=2)=[N:3][CH:4]=1 |f:2.3.4|. Reactants: ClC1=NC=C(C(=N1)N(CCCOC=1C=C2C=CN(C2=CC1)CC(=O)OC)C)F (methyl (5-{3-[(2-chloro-5-fluoro-4-pyrimidinyl)(methyl)amino]propoxy}-1H-indol-1-yl)acetate), O (water), C([O-])([O-])=O.[Na+].[Na+] (sodium carbonate), COC1=CC=C(C=C1)B(O)O (4-methoxyphenyl boronic acid), PdCl2(dppf)(CH2Cl2). Procedure: To a solution of methyl (5-{3-[(2-chloro-5-fluoro-4-pyrimidinyl)(methyl)amino]propoxy}-1H-indol-1-yl)acetate (Example 84, 0.1 g, 0.25 mmol) in toluene (3.75 mL), dioxane (0.75 mL), and water (0.88 mL) were added sodium carbonate (0.26 g, 2.46 mmol), 4-methoxyphenyl boronic acid (0.15 g, 0.98 mmol), and PdCl2(dppf)(CH2Cl2) (0.04 g, 0.05 mmol). The mixture was heated at 80° C. for 4 h and then concentrated under reduced pressure. The product (0.11 g, 94%) was obtained after column chromatography (... Isolated yield 92.0%. Conditions: temperature 80 celsius. Product: FC=1C(=NC(=NC1)C1=CC=C(C=C1)OC)N(CCCOC=1C=C2C=CN(C2=CC1)CC(=O)OC)C (methyl (5-{3-[[5-fluoro-2-(4-methoxyphenyl)-4-pyrimidinyl](methyl)amino]propoxy}-1H-indol-1-yl)acetate). The solvent is C1(=CC=CC=C1)C (toluene), O1CCOCC1 (dioxane). Starting materials: C(C)(C)(C)O[K] (tertiary-butoxy potassium), C(#N)CCN=C=S (2-cyanoethyl isothiocyanate), FC(C(F)(F)F)(C=1C=CC2=C(CC(C(O2)(C)C)=O)C1)F (6-pentafluoroethyl-3,4-dihydro-2,2-dimethyl-2H-1-benzopyran-3-one), Cl (hydrochloric acid). Run in CN(C=O)C (dimethylformamide), CN(C=O)C (dimethylformamide). Conditions: temperature -5 celsius. Product: C(#N)CCNC(=O)C1=C(C(OC2=C1C=C(C=C2)C(C(F)(F)F)(F)F)(C)C)O (N-(2-cyanoethyl)-6-pentafluoroethyl-3-hydroxy-2,2-dimethyl-2H-1-benzopyran-4-carbamide). The yield is 75.4%. As a reaction SMILES: C([O:5][K])(C)(C)C.[C:7]([CH2:9][CH2:10][N:11]=[C:12]=S)#[N:8].[F:14][C:15]([F:33])([C:20]1[CH:21]=[CH:22][C:23]2[O:28][C:27]([CH3:30])([CH3:29])[C:26](=[O:31])[CH2:25][C:24]=2[CH:32]=1)[C:16]([F:19])([F:18])[F:17].Cl>CN(C)C=O>[C:7]([CH2:9][CH2:10][NH:11][C:12]([C:25]1[C:24]2[CH:32]=[C:20]([C:15]([F:14])([F:33])[C:16]([F:19])([F:18])[F:17])[CH:21]=[CH:22][C:23]=2[O:28][C:27]([CH3:30])([CH3:29])[C:26]=1[OH:31])=[O:5])#[N:8]. Procedure details: 1.1 g of tertiary-butoxy potassium and 2 ml of a dimethylformamide solution of 2 g of 2-cyanoethyl isothiocyanate were subsequently added to a mixture of 2.6 g of 6-pentafluoroethyl-3,4-dihydro-2,2-dimethyl-2H-1-benzopyran-3-one and 28 ml of dimethylformamide while stirring at -5° C., followed by stirring at 5° C. for 15 hours. Then, 2N hydrochloric acid was added thereto, and the mixture was extracted with ether. After washing the organic layer with water and drying, the residue obtained by dis... The reactants are [OH-].[Na+] (sodium hydroxide), C(C1=CC=CC=C1)OCCCBr (benzyl(3-bromopropyl)ether), C(C)C1=CC=C(C=C1)CC=1C(=NNC1C)O[C@H]1[C@H](OC(C)=O)[C@@H](OC(C)=O)[C@H](OC(C)=O)[C@H](O1)COC(C)=O (4-[(4-ethylphenyl)methyl]-5-methyl-3-(2,3,4,6-tetra-O-acetyl-β-D-glucopyranosyloxy)-1H-pyrazole), C([O-])([O-])=O.[Cs+].[Cs+] (cesium carbonate). Run in CO (methanol), C(C)#N (acetonitrile), O (Water). Conditions: temperature 80 celsius, time 30 minute. Yields the product C(C)C1=CC=C(C=C1)CC=1C(=NN(C1C)CCCO)O[C@H]1[C@H](O)[C@@H](O)[C@H](O)[C@H](O1)CO (4-[(4-ethylphenyl)methyl]-3-(β-D-glucopyranosyloxy)-1-(3-hydroxypropyl)-5-methyl-1H-pyrazole). RXN SMILES: [CH2:1]([C:3]1[CH:8]=[CH:7][C:6]([CH2:9][C:10]2[C:11]([O:16][C@@H:17]3[O:34][C@H:33]([CH2:35][O:36]C(=O)C)[C@@H:28]([O:29]C(=O)C)[C@H:23]([O:24]C(=O)C)[C@H:18]3[O:19]C(=O)C)=[N:12][NH:13][C:14]=2[CH3:15])=[CH:5][CH:4]=1)[CH3:2].C(=O)([O-])[O-].[Cs+].[Cs+].[CH2:46]([O:53]CCCBr)[C:47]1C=CC=C[CH:48]=1.[OH-].[Na+]>C(#N)C.O.CO>[CH2:1]([C:3]1[CH:8]=[CH:7][C:6]([CH2:9][C:10]2[C:11]([O:16][C@@H:17]3[O:34][C@H:33]([CH2:35][OH:36])[C@@H:28]([OH:29])[C@H:23]([OH:24])[C@H:18]3[OH:19])=[N:12][N:13]([CH2:48][CH2:47][CH2:46][OH:53])[C:14]=2[CH3:15])=[CH:5][CH:4]=1)[CH3:2] |f:1.2.3,5.6|. Reported procedure: To a suspension of 4-[(4-ethylphenyl)methyl]-5-methyl-3-(2,3,4,6-tetra-O-acetyl-β-D-glucopyranosyloxy)-1H-pyrazole (0.030 g) and cesium carbonate (0.091 g) in acetonitrile (0.4 mL) was added benzyl(3-bromopropyl)ether (0.039 mL), and the mixture was stirred at 80° C. for 30 minutes. To the reaction mixture were added methanol (0.4 mL) and 2 mol/L aqueous sodium hydroxide solution (0.55 mL), and the mixture was stirred at room temperature overnight. Water was added to the reaction mixture, and th... As a reaction SMILES: [O:1]=[C:2]([CH3:35])[CH2:3][S:4]([C:7]1[CH:8]=[C:9]([C@H:18]2[CH2:22][CH2:21][C@H:20]([C:23]3[CH:28]=[C:27]([O:29][CH3:30])[C:26]([O:31][CH3:32])=[C:25]([O:33][CH3:34])[CH:24]=3)[O:19]2)[CH:10]=[C:11]([OH:17])[C:12]=1[O:13][CH2:14][CH2:15][CH3:16])(=[O:6])=[O:5].Br[CH2:37][CH2:38][CH2:39][OH:40].C(=O)([O-])[O-].[K+].[K+]>CN(C=O)C.C(OCC)C>[O:1]=[C:2]([CH3:35])[CH2:3][S:4]([C:7]1[CH:8]=[C:9]([C@H:18]2[CH2:22][CH2:21][C@H:20]([C:23]3[CH:24]=[C:25]([O:33][CH3:34])[C:26]([O:31][CH3:32])=[C:27]([O:29][CH3:30])[CH:28]=3)[O:19]2)[CH:10]=[C:11]([O:17][CH2:37][CH2:38][CH2:39][OH:40])[C:12]=1[O:13][CH2:14][CH2:15][CH3:16])(=[O:5])=[O:6] |f:2.3.4|. Run at temperature 80 celsius, time 1 hour. The reactants are O=C(CS(=O)(=O)C=1C=C(C=C(C1OCCC)O)[C@@H]1O[C@H](CC1)C1=CC(=C(C(=C1)OC)OC)OC)C (trans-2-[3-(2-oxopropylsulfonyl)-4-propoxy-5-hydroxyphenyl]-5-(3,4,5-trimethoxyphenyl)tetrahydrofuran), BrCCCO (3-bromo-1-propanol), C([O-])([O-])=O.[K+].[K+] (potassium carbonate). Procedure: A mixture of trans-2-[3-(2-oxopropylsulfonyl)-4-propoxy-5-hydroxyphenyl]-5-(3,4,5-trimethoxyphenyl)tetrahydrofuran (30 mg, 0.059 mmol), 3-bromo-1-propanol (12 uL, 0.13 mmol) and potassium carbonate (17 mg, 0.12 mmol) in DMF (0.5 mL) was heated at 80° C. with stirring under nitrogen for 1 h. The reaction mixture was cooled and diluted with ethyl ether. It was washed with water (2 x), brine, dried, filtered, and evaporated to a residue, which was purified by preparative TLC (hexane-ethyl acetate; ... Solvent: CN(C)C=O (DMF), C(C)OCC (ethyl ether). Product: O=C(CS(=O)(=O)C=1C=C(C=C(C1OCCC)OCCCO)[C@@H]1O[C@H](CC1)C1=CC(=C(C(=C1)OC)OC)OC)C (trans-2-[3-(2-Oxopropylsulfonyl)-4-n-propoxy-5-(3-hydroxy-n-propoxy)phenyl]-5-(3,4,5-trimethoxyphenyl)tetrahydrofuran). Reactants: C(C(=O)OCC)(=O)OCC (diethyl oxalate), C(C)(=O)O (Acetic acid), ice, C(CCC)[Li] (n-butyllithium), C(C1=CC=CC=C1)N1CCCCC1 (N-benzylpiperidine). Solvent: C1(=CC=CC=C1)C (toluene), O (water), COC(C)(C)C (tert-butyl methyl ether), C1(=CC=CC=C1)C (toluene). Run at time 30 minute. Product: C(C)OC(C(=O)C1=C(C=CC=C1)CN1CCCCC1)=O (o-Piperidinomethyl-phenylglyoxylic acid ethyl ester). Yield: 80.0%. Reaction SMILES: C([Li])CCC.[CH2:6]([N:13]1[CH2:18][CH2:17][CH2:16][CH2:15][CH2:14]1)[C:7]1[CH:12]=[CH:11][CH:10]=[CH:9][CH:8]=1.[C:19](OCC)(=[O:25])[C:20]([O:22][CH2:23][CH3:24])=[O:21].C(O)(=O)C>COC(C)(C)C.C1(C)C=CC=CC=1.O>[CH2:23]([O:22][C:20](=[O:21])[C:19]([C:8]1[CH:9]=[CH:10][CH:11]=[CH:12][C:7]=1[CH2:6][N:13]1[CH2:18][CH2:17][CH2:16][CH2:15][CH2:14]1)=[O:25])[CH3:24]. Procedure: A solution of n-butyllithium in toluene (20%; 65.6 g; 0.20 mol) is added over the course of from 10 to 15 min to a solution of 31 g of N-benzylpiperidine (0.175 mol) in 60 ml of tert-butyl methyl ether. The reaction mixture is heated at from 55° to 60° C. for approximately 18 h and then metered at RT into a cold (-20° C.) solution of 50.1 g of diethyl oxalate (0.42 mol) in 160 ml of toluene. The mixture is heated to RT and stirred at from 20° to 25° C. for 30 min. Acetic acid (100%; 12.6 g; 0.21...